This data is from the Open Reaction Database (ORD), a public repository of structured organic reaction records. The task is: describe an organic reaction: reactants, conditions, products, and yield The reactants are CCOC(=O)c1cc(C)on1, [Cl-], Cl, [Na+], [Na+], [OH-], O. The product is Cc1cc(C(=O)O)no1. RXN SMILES: [CH3:1][c:2]1[cH:3][c:4]([C:7](=[O:8])[O:9][CH2:10][CH3:11])[n:5][o:6]1.[Cl-:16].[ClH:14].[Na+:13].[Na+:15].[OH-:12].[OH2:17]>>[CH3:1][c:2]1[cH:3][c:4]([C:7](=[O:8])[OH:9])[n:5][o:6]1. The reactants are C(#N)[BH3-].[Na+] (sodium cyanoborohydride), C1(CC1)NC(=O)C1=CC(N(C2=CC(=CC=C12)OC)CC=O)=O (N-cyclopropyl-7-methoxy-2-oxo-1-(2-oxoethyl)-1,2-dihydroquinoline-4-carboxamide), O1CCOC2=C1C=CC(=C2)CN(C(OC(C)(C)C)=O)C2CCNCC2 (tert-butyl (2,3-dihydro-1,4-benzodioxin-6-ylmethyl)(piperidin-4-yl)carbamate), C(O)([O-])=O.[Na+] (sodium hydrogen carbonate), C(#N)[BH3-].[Na+] (sodium cyanoborohydride). Run in CO (methanol), C(C)(=O)O (acetic acid), C(C)(=O)O (acetic acid), CO (methanol), C(Cl)(Cl)Cl (chloroform). Conditions: time 1.5 hour. The product is C1(CC1)NC(=O)C1=CC(N(C2=CC(=CC=C12)OC)CCN1CCC(CC1)N(C(OC(C)(C)C)=O)CC1=CC2=C(OCCO2)C=C1)=O (tert-butyl (1-(2-(4-((cyclopropylamino)carbonyl)-7-methoxy-2-oxoquinolin-1-(2H)-yl)ethyl)piperidin-4-yl)(2,3-dihydro-1,4-benzodioxin-6-ylmethyl)carbamate). Yield: 47.5%. Reaction SMILES: [CH:1]1([NH:4][C:5]([C:7]2[C:16]3[C:11](=[CH:12][C:13]([O:17][CH3:18])=[CH:14][CH:15]=3)[N:10]([CH2:19][CH:20]=O)[C:9](=[O:22])[CH:8]=2)=[O:6])[CH2:3][CH2:2]1.[O:23]1[C:28]2[CH:29]=[CH:30][C:31]([CH2:33][N:34]([CH:42]3[CH2:47][CH2:46][NH:45][CH2:44][CH2:43]3)[C:35](=[O:41])[O:36][C:37]([CH3:40])([CH3:39])[CH3:38])=[CH:32][C:27]=2[O:26][CH2:25][CH2:24]1.C([BH3-])#N.[Na+].C(=O)([O-])O.[Na+]>C(Cl)(Cl)Cl.CO.C(O)(=O)C>[CH:1]1([NH:4][C:5]([C:7]2[C:16]3[C:11](=[CH:12][C:13]([O:17][CH3:18])=[CH:14][CH:15]=3)[N:10]([CH2:19][CH2:20][N:45]3[CH2:46][CH2:47][CH:42]([N:34]([CH2:33][C:31]4[CH:30]=[CH:29][C:28]5[O:23][CH2:24][CH2:25][O:26][C:27]=5[CH:32]=4)[C:35](=[O:41])[O:36][C:37]([CH3:40])([CH3:38])[CH3:39])[CH2:43][CH2:44]3)[C:9](=[O:22])[CH:8]=2)=[O:6])[CH2:2][CH2:3]1 |f:2.3,4.5|. Procedure details: To 1.0 mL of methanol solution containing 0.13 g of N-cyclopropyl-7-methoxy-2-oxo-1-(2-oxoethyl)-1,2-dihydroquinoline-4-carboxamide, 0.16 g of tert-butyl (2,3-dihydro-1,4-benzodioxin-6-ylmethyl)(piperidin-4-yl)carbamate and 25 μL of acetic acid were added at room temperature and stirred at the same temperature for 1.5 hours. To the reaction mixture, 42 mg of sodium cyanoborohydride was added and stirred at the same temperature for 2 hours. Further, 42 mg of sodium cyanoborohydride was added and ...